This data is from the Open Reaction Database (ORD), a public repository of structured organic reaction records. The task is: describe an organic reaction: reactants, conditions, products, and yield Starting materials: ONC1=CC=CC=2C(C3=CC=CC=C3C(C12)=O)=O (1-hydroxylaminoanthraquinone), 500, C(CCC)OCCO (ethyleneglycol monobutyl ether), Cl (hydrochloric acid). The reagents and catalysts are [Fe] (iron). Solvent: O (water). Reaction conditions: temperature 75 celsius. Product: 42.5, NC1=CC=CC=2C(C3=CC=CC=C3C(C12)=O)=O (1-aminoanthraquinone). As a reaction SMILES: O[NH:2][C:3]1[C:16]2[C:15](=[O:17])[C:14]3[C:9](=[CH:10][CH:11]=[CH:12][CH:13]=3)[C:8](=[O:18])[C:7]=2[CH:6]=[CH:5][CH:4]=1.C(OCCO)CCC.Cl>[Fe].O>[NH2:2][C:3]1[C:16]2[C:15](=[O:17])[C:14]3[C:9](=[CH:10][CH:11]=[CH:12][CH:13]=3)[C:8](=[O:18])[C:7]=2[CH:6]=[CH:5][CH:4]=1. Procedure: 50 Parts of 1-hydroxylaminoanthraquinone was stirred into a mixture of 500 parts of ethyleneglycol monobutyl ether, 200 parts of water and 60 parts of a 35 % aqueous hydrochloric acid. After heated to 75°C, the mixture was added with 17 parts of iron ribbon little by little over 1 hour and maintained at 75°C for additional 3 hours. After cooled to 25°C, the reaction mixture was filtered and the residue was washed with water and extracted with 500 parts of dimethylformamide to separate the result... RXN SMILES: [OH:1][CH2:2][C:3]([CH3:9])([CH3:8])[C:4]([O:6][CH3:7])=[O:5].O[C:11]1[CH:21]=[CH:20][CH:19]=[C:13]2[C:14]([NH:16][C:17](=[O:18])[C:12]=12)=[O:15].C1(P(C2C=CC=CC=2)C2C=CC=CC=2)C=CC=CC=1.N(C(OC(C)C)=O)=NC(OC(C)C)=O>O1CCCC1>[CH3:7][O:6][C:4](=[O:5])[C:3]([CH3:9])([CH3:8])[CH2:2][O:1][N:16]1[C:17](=[O:18])[C:12]2[C:13](=[CH:19][CH:20]=[CH:21][CH:11]=2)[C:14]1=[O:15]. Yields the product COC(C(CON1C(C2=CC=CC=C2C1=O)=O)(C)C)=O (3-(1,3-dioxo-1,3-dihydro-isoindol-2-yloxy)-2,2-dimethyl-propionic acid methyl ester). The yield is 33.6%. The reactants are OCC(C(=O)OC)(C)C (methyl hydroxypivalate), OC1=C2C(C(=O)NC2=O)=CC=C1 (hydroxyphthalimide), C1(=CC=CC=C1)P(C1=CC=CC=C1)C1=CC=CC=C1 (triphenylphosphine), N(=NC(=O)OC(C)C)C(=O)OC(C)C (diisopropyl azodicarboxylate). Reported procedure: To methyl hydroxypivalate (1.31 g, 9.89 mmol) were added tetrahydrofuran (40 ml), hydroxyphthalimide (3.23 g, 19.78 mmol) and triphenylphosphine (6.48 g, 24.73 mmol). After this solution was cooled to 0° C., diisopropyl azodicarboxylate (4.87 ml, 24.73 mmol) was added dropwise to the solution. While being allowed to warm gradually, the reaction mixture was stirred for 12 hours, and concentrated under reduced pressure. The residue was roughly purified by silica gel column chromatography to give t... Solvent: O1CCCC1 (tetrahydrofuran). Reaction conditions: temperature 0 celsius, time 12 hour.